Task: describe an organic reaction: reactants, conditions, products, and yield. Dataset: the Open Reaction Database (ORD), a public repository of structured organic reaction records The reactants are Cc1ccccc1, CC(C)c1nc(C(=O)N2CCOC3(CCN(CCc4ccc(CCOCCC(=O)OC(C)(C)C)cc4)CC3)C2)cs1, ClCCl, O=C(O)C(F)(F)F. Yields the product CC(C)c1nc(C(=O)N2CCOC3(CCN(CCc4ccc(CCOCCC(=O)O)cc4)CC3)C2)cs1. As a reaction SMILES: [CH3:49][c:50]1[cH:51][cH:52][cH:53][cH:54][cH:55]1.[CH:8]([CH3:9])([CH3:10])[c:11]1[s:12][cH:13][c:14]([C:16](=[O:17])[N:18]2[CH2:19][CH2:20][O:21][C:22]3([CH2:23]2)[CH2:24][CH2:25][N:26]([CH2:29][CH2:30][c:31]2[cH:32][cH:33][c:34]([CH2:35][CH2:36][O:37][CH2:38][CH2:39][C:40](=[O:41])[O:42][C:43]([CH3:44])([CH3:45])[CH3:46])[cH:47][cH:48]2)[CH2:27][CH2:28]3)[n:15]1.[Cl:56][CH2:57][Cl:58].[OH:1][C:2]([C:3]([F:4])([F:5])[F:6])=[O:7]>>[CH:8]([CH3:9])([CH3:10])[c:11]1[s:12][cH:13][c:14]([C:16](=[O:17])[N:18]2[CH2:19][CH2:20][O:21][C:22]3([CH2:23]2)[CH2:24][CH2:25][N:26]([CH2:29][CH2:30][c:31]2[cH:32][cH:33][c:34]([CH2:35][CH2:36][O:37][CH2:38][CH2:39][C:40](=[O:41])[OH:42])[cH:47][cH:48]2)[CH2:27][CH2:28]3)[n:15]1.